This data is from the Open Reaction Database (ORD), a public repository of structured organic reaction records. The task is: describe an organic reaction: reactants, conditions, products, and yield The reactants are ClC1=CC=C(CN2CC(CCC2)CN2C(C=3C(C2=O)=CC=CC3)=O)C=C1 (1-(p-chlorobenzyl)-3-phthalimidomethylpiperidine), O.NN (hydrazine monohydrate), [OH-].[Na+] (sodium hydroxide). Solvent: C(C)O (ethanol). Yields the product NCC1CN(CCC1)CC1=CC=C(C=C1)Cl (3-aminomethyl-1-(p-chlorobenzyl)piperidine). Yield: 57.7%. As a reaction SMILES: [Cl:1][C:2]1[CH:26]=[CH:25][C:5]([CH2:6][N:7]2[CH2:12][CH2:11][CH2:10][CH:9]([CH2:13][N:14]3C(=O)C4=CC=CC=C4C3=O)[CH2:8]2)=[CH:4][CH:3]=1.O.NN.[OH-].[Na+]>C(O)C>[NH2:14][CH2:13][CH:9]1[CH2:10][CH2:11][CH2:12][N:7]([CH2:6][C:5]2[CH:4]=[CH:3][C:2]([Cl:1])=[CH:26][CH:25]=2)[CH2:8]1 |f:1.2,3.4|. Reported procedure: To a solution of 10.52 g of the crude 1-(p-chlorobenzyl)-3-phthalimidomethylpiperidine in ethanol (100 ml) was added hydrazine monohydrate (1.8 ml, 58 mmol) and the mixture was heated under reflux for 2 hours. After cooling, 10% aqueous sodium hydroxide (200 ml) was added to dissolve insolubles and the ethanol was distilled off under reduced pressure. The aqueous layer was extracted with chloroform (150 ml×3) and then the combined organic layer was then extracted with 10% aqueous hydrochloric ac... Reactants: [OH-].[Na+] (sodium hydroxide), Cl (HCl), [H-].[Na+].ClC1=C(C=CC(=C1)S(=O)(=O)C)SC1=C(OCC(=O)O)C=CC(=C1)F ((2-{[2-Chloro-4-(methylsulfonyl)phenyl]thio}-4-fluorophenoxy)acetic acid Sodium hydride), ClC1=C(C=CC(=C1)S(=O)(=O)C)SC1=C(C=CC(=C1)F)O (2-{[2-Chloro-4-(methylsulfonyl)phenyl]thio}-4-fluorophenol), COC(CBr)=O (methyl-bromoacetate). Run in O (water), C1CCOC1 (THF), O (water), CN(C)C=O (DMF). Run at time 30 minute. The product is ClC1=C(C=CC(=C1)S(=O)(=O)C)SC1=C(OCC(=O)O)C=CC(=C1)F ((2-{[2-Chloro-4(methylsulfonyl)phenyl]thio}-4-fluorophenoxy)acetic acid). As a reaction SMILES: [H-].[Na+].[Cl:3][C:4]1[CH:9]=[C:8]([S:10]([CH3:13])(=[O:12])=[O:11])[CH:7]=[CH:6][C:5]=1[S:14][C:15]1[CH:25]=[C:24]([F:26])[CH:23]=[CH:22][C:16]=1[O:17][CH2:18][C:19]([OH:21])=[O:20].ClC1C=C(S(C)(=O)=O)C=CC=1SC1C=C(F)C=CC=1O.COC(=O)CBr.[OH-].[Na+].Cl>CN(C=O)C.O.C1COCC1>[Cl:3][C:4]1[CH:9]=[C:8]([S:10]([CH3:13])(=[O:11])=[O:12])[CH:7]=[CH:6][C:5]=1[S:14][C:15]1[CH:25]=[C:24]([F:26])[CH:23]=[CH:22][C:16]=1[O:17][CH2:18][C:19]([OH:21])=[O:20] |f:0.1.2,5.6|. Procedure details: (2-{[2-Chloro-4-(methylsulfonyl)phenyl]thio}-4-fluorophenoxy)acetic acid Sodium hydride (60% disp. oil, 0.024 g) was added to the product from step (iv) (0.20 g) in dry DMF (10 ml) and stirred at RT for 30 min before adding methyl-bromoacetate (0.060 ml). The solution was stirred at RT for 2 h, diluted with water and extracted with diethylether. The organics were dried and evaporated under reduced pressure to give an oil. The oil was dissolved in THF (20 ml) and water (10 ml) then sodium hydroxi... The reactants are ON1N=NC2=C1C=CC=C2 (1-hydroxybenzotriazole), Cl.COC(CN)=O (glycine methyl ester hydrochloride), Cl.C(=O)(O)C(CC(C)C)NCC1N(CCC1)C(=O)OCC1=CC=CC=C1 (2-[[(1-carboxy-3-methyl butyl)amino]methyl]-1-pyrrolidinecarboxylic acid, phenylmethyl ester hydrochloride), C1(CCCCC1)N=C=NC1CCCCC1 (dicyclohexylcarbodiimide), CN(C=O)C (dimethylformamide), CN(C=O)C (dimethylformamide). Run in C(C)N(CC)CC (triethylamine). Conditions: temperature -5 celsius. Product: C1(=CC=CC=C1)COC(=O)N1C(CCC1)N[C@@H](CC(C)C)C(=O)NCC(=O)OC ((S)-N-[N-[1-[(Phenylmethoxy)carbonyl]-2-pyrrolidinyl]-L-Leucyl]glycine, methyl ester). Yield: 18.0%. RXN SMILES: Cl.C(C(NC[CH:12]1[CH2:16][CH2:15][CH2:14][N:13]1[C:17]([O:19][CH2:20][C:21]1[CH:26]=[CH:25][CH:24]=[CH:23][CH:22]=1)=[O:18])CC(C)C)(O)=O.O[N:28]1[C:32]2[CH:33]=[CH:34][CH:35]=CC=2N=N1.Cl.[CH3:38][O:39][C:40](=[O:43])CN.[CH:44]1(N=C=NC2CCCCC2)CCCCC1.[CH3:59][N:60](C)[CH:61]=[O:62]>C(N(CC)CC)C>[C:21]1([CH2:20][O:19][C:17]([N:13]2[CH2:14][CH2:15][CH2:16][CH:12]2[NH:28][C@H:32]([C:61]([NH:60][CH2:59][C:40]([O:39][CH3:38])=[O:43])=[O:62])[CH2:33][CH:34]([CH3:35])[CH3:44])=[O:18])[CH:22]=[CH:23][CH:24]=[CH:25][CH:26]=1 |f:0.1,3.4|. Procedure details: To a 500 flask containing 7.33 g [S-(R*,R*)]-2-[[(1-carboxy-3-methyl butyl)amino]methyl]-1-pyrrolidinecarboxylic acid, phenylmethyl ester hydrochloride add 150 ml dimethylformamide and cool to -5° C. Add 2.57 g 1-hydroxybenzotriazole, 2.39 g glycine methyl ester hydrochloride, and 5.35 ml triethylamine. Add a solution of 3.98 g dicyclohexylcarbodiimide in 50 ml dimethylformamide over five minutes. Stir and allow to warm to 25° C. overnight. Filter and strip filtrate in vacuo to a paste. Take up ... The reactants are O (water), BrN1C(CCC1=O)=O (N-Bromosuccinimide), C[C@H](CCC)NC1=NC(=C2N=CN(C2=N1)C1OCCCC1)N (N2-[(1R)-1-methylbutyl]-9-(tetrahydro-2H-pyran-2-yl)-9H-purine-2,6-diamine). The solvent is C(Cl)(Cl)Cl (chloroform), C(Cl)(Cl)Cl (chloroform). Yields the product BrC=1N(C2=NC(=NC(=C2N1)N)N[C@@H](CCC)C)C1OCCCC1 (8-Bromo-N2-[(1R)-1-methylbutyl]-9-(tetrahydro-2H-pyran-2-yl)-9H-purine-2,6-diamine). The yield is 29.6%. As a reaction SMILES: [Br:1]N1C(=O)CCC1=O.[CH3:9][C@@H:10]([NH:14][C:15]1[N:23]=[C:22]2[C:18]([N:19]=[CH:20][N:21]2[CH:24]2[CH2:29][CH2:28][CH2:27][CH2:26][O:25]2)=[C:17]([NH2:30])[N:16]=1)[CH2:11][CH2:12][CH3:13].O>C(Cl)(Cl)Cl>[Br:1][C:20]1[N:21]([CH:24]2[CH2:29][CH2:28][CH2:27][CH2:26][O:25]2)[C:22]2[C:18]([N:19]=1)=[C:17]([NH2:30])[N:16]=[C:15]([NH:14][C@H:10]([CH3:9])[CH2:11][CH2:12][CH3:13])[N:23]=2. Procedure details: N-Bromosuccinimide (2.08 g, 11.69 mmol) was added portionwise to a stirred solution of N2-[(1R)-1-methylbutyl]-9-(tetrahydro-2H-pyran-2-yl)-9H-purine-2,6-diamine (2.27 g, 7.46 mmol) in chloroform (30 ml) at 0° C. under at atmosphere of nitrogen. The reaction mixture was allowed to stir for 1.5 hours when chloroform (20 ml) and water (50 ml) were added. After mixing the layers were separated using a hydrophobic frit, the aqueous layer was washed with an additional portion of chloroform and the co... Reactants: S1C=C(C=C1)B(O)O (3-Thiophene boronic acid), O(S(=O)(=O)C(F)(F)F)C1=CCCCC1 (cyclohexenyl triflate). The reagents and catalysts are C=1C=CC(=CC1)[P](C=2C=CC=CC2)(C=3C=CC=CC3)[Pd]([P](C=4C=CC=CC4)(C=5C=CC=CC5)C=6C=CC=CC6)([P](C=7C=CC=CC7)(C=8C=CC=CC8)C=9C=CC=CC9)[P](C=1C=CC=CC1)(C=1C=CC=CC1)C=1C=CC=CC1 (Pd(PPh3)4). The solvent is CCOCC (Et2O), C(=O)([O-])[O-].[Na+].[Na+] (Na2CO3). Run at time 4 hour. The product is S1C=C(C=C1)C1=CCCCC1 (Thiophene-3-yl cyclohexene). Yield: 91.3%. Reaction SMILES: [S:1]1[CH:5]=[CH:4][C:3](B(O)O)=[CH:2]1.O([C:17]1[CH2:22][CH2:21][CH2:20][CH2:19][CH:18]=1)S(C(F)(F)F)(=O)=O>CCOCC.C([O-])([O-])=O.[Na+].[Na+].C1C=CC([P]([Pd]([P](C2C=CC=CC=2)(C2C=CC=CC=2)C2C=CC=CC=2)([P](C2C=CC=CC=2)(C2C=CC=CC=2)C2C=CC=CC=2)[P](C2C=CC=CC=2)(C2C=CC=CC=2)C2C=CC=CC=2)(C2C=CC=CC=2)C2C=CC=CC=2)=CC=1>[S:1]1[CH:5]=[CH:4][C:3]([C:17]2[CH2:22][CH2:21][CH2:20][CH2:19][CH:18]=2)=[CH:2]1 |f:3.4.5,^1:37,39,58,77|. Procedure details: 3-Thiophene boronic acid (128 mg, 1.00 mmol), cyclohexenyl triflate (230.2 mg, 1.00 mmol) was dissolved in Et2O (4 mL) and 2M Na2CO3 (1 mL). The mixture was degassed and Pd(PPh3)4 (0.05 mmol) added. After stirring at room temperature for 4 h the mixture was filtered through celite, rinsed with Et2O, dried (Na2SO4) and subjected to column chromatography (silica, pentane) to yield 150 mg of a volatile liquid. GC-MS: M+=164. The reactants are O=C(N=C=S)c1ccccc1, C1CCOC1, [N-]=[N+]=NCCCC1(c2ccccc2)NN=C(c2cc(F)ccc2F)S1. The product is [N-]=[N+]=NCCCC1(c2ccccc2)SC(c2cc(F)ccc2F)=NN1C(=S)NC(=O)c1ccccc1. As a reaction SMILES: [C:26]([c:27]1[cH:28][cH:29][cH:30][cH:31][cH:32]1)(=[O:33])[N:34]=[C:35]=[S:36].[CH2:37]1[O:38][CH2:39][CH2:40][CH2:41]1.[N:1](=[N+:2]=[N-:3])[CH2:4][CH2:5][CH2:6][C:7]1([c:20]2[cH:21][cH:22][cH:23][cH:24][cH:25]2)[S:8][C:9]([c:12]2[c:13]([F:19])[cH:14][cH:15][c:16]([F:18])[cH:17]2)=[N:10][NH:11]1>>[N:1](=[N+:2]=[N-:3])[CH2:4][CH2:5][CH2:6][C:7]1([c:20]2[cH:21][cH:22][cH:23][cH:24][cH:25]2)[S:8][C:9]([c:12]2[c:13]([F:19])[cH:14][cH:15][c:16]([F:18])[cH:17]2)=[N:10][N:11]1[C:35]([NH:34][C:26]([c:27]1[cH:28][cH:29][cH:30][cH:31][cH:32]1)=[O:33])=[S:36].